Dataset: the Open Reaction Database (ORD), a public repository of structured organic reaction records. Task: describe an organic reaction: reactants, conditions, products, and yield The reactants are [Br-], CCOC(C)=O, C=C[Mg+], CCCn1cc(Cc2ccc(C(=O)OC)cc2OC)c2cc(C=O)ccc21, [Cl-], [NH4+], C1CCOC1. Product: C=CC(O)c1ccc2c(c1)c(Cc1ccc(C(=O)OC)cc1OC)cn2CCC. As a reaction SMILES: [Br-:1].[CH3:34][CH2:35][O:36][C:37](=[O:38])[CH3:39].[CH:2](=[CH2:3])[Mg+:4].[CH:5](=[O:6])[c:7]1[cH:8][c:9]2[c:10]([CH2:19][c:20]3[c:21]([O:30][CH3:31])[cH:22][c:23]([C:24](=[O:25])[O:26][CH3:27])[cH:28][cH:29]3)[cH:11][n:12]([CH2:16][CH2:17][CH3:18])[c:13]2[cH:14][cH:15]1.[Cl-:32].[NH4+:33].[O:40]1[CH2:41][CH2:42][CH2:43][CH2:44]1>>[CH:2](=[CH2:3])[CH:5]([OH:6])[c:7]1[cH:8][c:9]2[c:10]([CH2:19][c:20]3[c:21]([O:30][CH3:31])[cH:22][c:23]([C:24](=[O:25])[O:26][CH3:27])[cH:28][cH:29]3)[cH:11][n:12]([CH2:16][CH2:17][CH3:18])[c:13]2[cH:14][cH:15]1. Product: O=C(Nc1ccc(Oc2ccc(C(=O)Nc3ccc(Br)cc3)cc2[N+](=O)[O-])cc1)OCC(Cl)(Cl)Cl. Starting materials: O=C(Cl)OCC(Cl)(Cl)Cl, ClCCl, Nc1ccc(Oc2ccc(C(=O)Nc3ccc(Br)cc3)cc2[N+](=O)[O-])cc1, c1ccncc1. RXN SMILES: [Cl:34][C:35](=[O:36])[O:37][CH2:38][C:39]([Cl:40])([Cl:41])[Cl:42].[Cl:43][CH2:44][Cl:45].[NH2:1][c:2]1[cH:3][cH:4][c:5]([O:6][c:7]2[c:8]([N+:23](=[O:24])[O-:25])[cH:9][c:10]([C:11](=[O:12])[NH:13][c:14]3[cH:15][cH:16][c:17]([Br:20])[cH:18][cH:19]3)[cH:21][cH:22]2)[cH:26][cH:27]1.[cH:28]1[cH:29][cH:30][n:31][cH:32][cH:33]1>>[NH:1]([c:2]1[cH:3][cH:4][c:5]([O:6][c:7]2[c:8]([N+:23](=[O:24])[O-:25])[cH:9][c:10]([C:11](=[O:12])[NH:13][c:14]3[cH:15][cH:16][c:17]([Br:20])[cH:18][cH:19]3)[cH:21][cH:22]2)[cH:26][cH:27]1)[C:35](=[O:36])[O:37][CH2:38][C:39]([Cl:40])([Cl:41])[Cl:42]. Reactants: [OH-].[Na+] (sodium hydroxide), ClC(=O)OCC=C (allyl chloroformate), C(C1=CC=CC=C1)N1CC(OCC1)C1(OCCO1)C (4-benzyl-2-(2-methyl-1,3-dioxolan-2-yl)morpholine), [H][H] (hydrogen). Reagents/catalysts: [OH-].[OH-].[Pd+2] (palladium hydroxide on carbon). Run in O1CCCC1 (tetrahydrofuran), CO (methanol), O (water), O1CCCC1 (tetrahydrofuran). Yields the product C(C=C)OC(=O)N1CC(OCC1)C1(OCCO1)C (4-allyloxycarbonyl-2-(2-methyl-1,3-dioxolan-2-yl)morpholine). Reaction SMILES: C([N:8]1[CH2:13][CH2:12][O:11][CH:10]([C:14]2([CH3:19])[O:18][CH2:17][CH2:16][O:15]2)[CH2:9]1)C1C=CC=CC=1.[H][H].Cl[C:23]([O:25][CH2:26][CH:27]=[CH2:28])=[O:24].[OH-].[Na+]>CO.O.O1CCCC1.[OH-].[OH-].[Pd+2]>[CH2:26]([O:25][C:23]([N:8]1[CH2:13][CH2:12][O:11][CH:10]([C:14]2([CH3:19])[O:15][CH2:16][CH2:17][O:18]2)[CH2:9]1)=[O:24])[CH:27]=[CH2:28] |f:3.4,8.9.10|. Procedure: A solution of 4-benzyl-2-(2-methyl-1,3-dioxolan-2-yl)morpholine (4.25 g) in methanol (42 ml) was hydrogenated under atmospheric pressure of hydrogen over 20% palladium hydroxide on carbon (1.0 g) for 30 hours at ambient temperature. The catalyst was filtered off and the filtrate was concentrated under reduced pressure to give an oil. To a solution of the oil in a mixture of water (50 ml) and tetrahydrofuran (50 ml) was added a solution of allyl chloroformate (1.8 ml) in tetrahydrofuran (4 ml) un... Reactants: [OH-].[Na+] (sodium hydroxide), C(C)(=O)NCC1=CC=CC(=N1)C=1N=C(SC1)NC(=S)NC(C1=CC=CC=C1)=O (4-(6-acetylaminomethylpyridin-2-yl)-2-(3-benzoylthioureido)thiazole). Run in O (water), CO (methanol). Reaction conditions: time 1 hour. Yields the product C(C)(=O)NCC1=CC=CC(=N1)C=1N=C(SC1)NC(=S)N (4-(6-acetylaminomethylpyridin-2-yl)-2-thioureidothiazole). Yield: 91.0%. As a reaction SMILES: [OH-].[Na+].[C:3]([NH:6][CH2:7][C:8]1[N:13]=[C:12]([C:14]2[N:15]=[C:16]([NH:19][C:20]([NH:22]C(=O)C3C=CC=CC=3)=[S:21])[S:17][CH:18]=2)[CH:11]=[CH:10][CH:9]=1)(=[O:5])[CH3:4]>O.CO>[C:3]([NH:6][CH2:7][C:8]1[N:13]=[C:12]([C:14]2[N:15]=[C:16]([NH:19][C:20]([NH2:22])=[S:21])[S:17][CH:18]=2)[CH:11]=[CH:10][CH:9]=1)(=[O:5])[CH3:4] |f:0.1|. Procedure: A solution of sodium hydroxide (0.8 g) in water (8 ml) was added to a suspension of 4-(6-acetylaminomethylpyridin-2-yl)-2-(3-benzoylthioureido)thiazole (8.0 g) in methanol (80 ml) and the mixture was stirred at 50°-60° C. for 1 hour. Following evaporation in vacuo, the residue was mixed with water and the mixture was adjusted to pH 7.5 with 6N-hydrochloric acid. The mixture was extracted with the mixture of tetrahydrofuran and ethyl acetate and extract layer was washed with brine, dried over mag...